From a dataset of the Open Reaction Database (ORD), a public repository of structured organic reaction records. describe an organic reaction: reactants, conditions, products, and yield The reactants are C(CCC)C=1N(C2=C(C=NC=3C=CC(=CC23)O)N1)C (2-butyl-1-methyl-1H-imidazo[4,5-c]quinolin-8-ol), BrCC(=O)N1CCOCC1 (4-(2-bromoacetyl)morpholine), C(C)C=1N(C2=C(C=NC=3C=C(C=CC23)O)N1)CC(C)C (2-ethyl-1-(2-methylpropyl)-1H-imidazo[4,5-c]quinolin-7-ol), BrCCCCC(=O)N1CCOCC1 (4-(5-bromopentanoyl)morpholine), BrCCCCC(=O)N1CCOCC1 (4-(5-bromopentanoyl)morpholine), C([O-])([O-])=O.[Cs+].[Cs+] (cesium carbonate). The solvent is C(C)OCC (diethyl ether). Reaction conditions: temperature 80 celsius, time 3 day. Yields the product C(CCC)C=1N(C2=C(C=NC=3C=CC(=CC23)OCCCCC(=O)N2CCOCC2)N1)C (2-butyl-1-methyl-8-[(5-morpholin-4-yl-5-oxopentyl)oxy]-1H-imidazo[4,5-c]quinoline). Yield: 49.0%. Reaction SMILES: [CH2:1]([C:5]1[N:6]([CH3:19])[C:7]2[C:16]3[CH:15]=[C:14]([OH:17])[CH:13]=[CH:12][C:11]=3[N:10]=[CH:9][C:8]=2[N:18]=1)[CH2:2][CH2:3][CH3:4].C(C1N(CC(C)C)C2C3C=CC(O)=CC=3N=CC=2N=1)C.Br[CH2:41][CH2:42][CH2:43][CH2:44][C:45]([N:47]1[CH2:52][CH2:51][O:50][CH2:49][CH2:48]1)=[O:46].BrCC(N1CCOCC1)=O.C(=O)([O-])[O-].[Cs+].[Cs+]>C(OCC)C>[CH2:1]([C:5]1[N:6]([CH3:19])[C:7]2[C:16]3[CH:15]=[C:14]([O:17][CH2:41][CH2:42][CH2:43][CH2:44][C:45]([N:47]4[CH2:52][CH2:51][O:50][CH2:49][CH2:48]4)=[O:46])[CH:13]=[CH:12][C:11]=3[N:10]=[CH:9][C:8]=2[N:18]=1)[CH2:2][CH2:3][CH3:4] |f:4.5.6|. Procedure: A modification of the general method described in Part D of Example 30 was followed using 2-butyl-1-methyl-1H-imidazo[4,5-c]quinolin-8-ol (1.2 g, 4.7 mmol) in lieu of 2-ethyl-1-(2-methylpropyl)-1H-imidazo[4,5-c]quinolin-7-ol and 4-(5-bromopentanoyl)morpholine (3.7 mmol) in lieu of 4-(2-bromoacetyl)morpholine. After the reaction was heated overnight, an analysis by TLC indicated the presence of starting material. Additional 4-(5-bromopentanoyl)morpholine (2.2 g) and cesium carbonate (0.5 g) were ... Starting materials: CCOC(=O)CNC(=O)c1ccc(Nc2ccccc2)cc1, C1CCOC1, CO, [Li+], [OH-], O, O. Yields the product O=C(O)CNC(=O)c1ccc(Nc2ccccc2)cc1. As a reaction SMILES: [CH2:1]([CH3:2])[O:3][C:4]([CH2:5][NH:6][C:7]([c:8]1[cH:9][cH:10][c:11]([NH:14][c:15]2[cH:16][cH:17][cH:18][cH:19][cH:20]2)[cH:12][cH:13]1)=[O:21])=[O:22].[CH2:29]1[O:30][CH2:31][CH2:32][CH2:33]1.[CH3:23][OH:24].[Li+:27].[OH-:26].[OH2:25].[OH2:28]>>[O:3]=[C:4]([CH2:5][NH:6][C:7]([c:8]1[cH:9][cH:10][c:11]([NH:14][c:15]2[cH:16][cH:17][cH:18][cH:19][cH:20]2)[cH:12][cH:13]1)=[O:21])[OH:22]. The reactants are O1CCC(CC1)=O (tetrahydro-4H-pyran-4-one), CC1=C(C=O)C=CC(=C1C)OC (2,3-dimethyl-p-anisaldehyde). Solvent: CCO (EtOH), Cl (HCl). Product: COC1=C(C(=C(C=C1)C=C1COCC(C1=O)=CC1=C(C(=C(C=C1)OC)C)C)C)C (Tetrahydro-3,5-bis[(4-methoxy-2,3-dimethylphenyl)methylene]-4H-pyran-4-one). Yield: 38.6%. RXN SMILES: [O:1]1[CH2:6][CH2:5][C:4](=[O:7])[CH2:3][CH2:2]1.[CH3:8][C:9]1[C:16]([CH3:17])=[C:15]([O:18][CH3:19])[CH:14]=[CH:13][C:10]=1[CH:11]=O>CCO.Cl>[CH3:19][O:18][C:15]1[CH:14]=[CH:13][C:10]([CH:11]=[C:3]2[C:4](=[O:7])[C:5](=[CH:11][C:10]3[CH:13]=[CH:14][C:15]([O:18][CH3:19])=[C:16]([CH3:17])[C:9]=3[CH3:8])[CH2:6][O:1][CH2:2]2)=[C:9]([CH3:8])[C:16]=1[CH3:17]. Procedure details: A solution of 6.0 g (0.06 mole) of tetrahydro-4H-pyran-4-one, 21.6 g (0.13 mole) of 2,3-dimethyl-p-anisaldehyde in 75 ml of EtOH and 10 ml of concentrated HCl is stirred and heated at reflux for 3 hours. The product gradually precipitates during this period. After cooling, this material is filtered and treated with ether to give 9.1 g (39%) of yellow crystals, m.p. 225°-227°. The reactants are CCOC(=O)C=Cc1ccc(C(=C2CCCCCC2)c2ccc(O)c(Cl)c2)cc1, C1CCOC1, CCO, Cl, [Na+], [OH-]. Yields the product O=C(O)C=Cc1ccc(C(=C2CCCCCC2)c2ccc(O)c(Cl)c2)cc1. Reaction SMILES: [CH2:1]([CH3:2])[O:3][C:4]([CH:5]=[CH:6][c:7]1[cH:8][cH:9][c:10]([C:13](=[C:14]2[CH2:15][CH2:16][CH2:17][CH2:18][CH2:19][CH2:20]2)[c:21]2[cH:22][c:23]([Cl:28])[c:24]([OH:27])[cH:25][cH:26]2)[cH:11][cH:12]1)=[O:29].[CH2:36]1[O:37][CH2:38][CH2:39][CH2:40]1.[CH3:33][CH2:34][OH:35].[ClH:32].[Na+:31].[OH-:30]>>[O:3]=[C:4]([CH:5]=[CH:6][c:7]1[cH:8][cH:9][c:10]([C:13](=[C:14]2[CH2:15][CH2:16][CH2:17][CH2:18][CH2:19][CH2:20]2)[c:21]2[cH:22][c:23]([Cl:28])[c:24]([OH:27])[cH:25][cH:26]2)[cH:11][cH:12]1)[OH:29].